This data is from the Open Reaction Database (ORD), a public repository of structured organic reaction records. The task is: describe an organic reaction: reactants, conditions, products, and yield The product is ClC1=CC=C2[C@@H](C[C@@H](C2=C1)O)C1=CC=CC=C1 ((1S,3S)-6-chloro-3-phenylindan-1-ol). Reported procedure: Racemic cis-6-chloro-3-phenylindan-1-ol (V) (492 grams) is resolved by preparative chromatography, using a CHIRALPAK® AD column, 10 cm ID×50 cm L, 10 μm at 40° C. Methanol is used as mobile phase at a flow rate of 190 ml/min, detection is performed using a UV detector at 287 nm. The racemic alcohol (V) is injected as a 50,000 ppm solution in methanol; 90 ml is injected with intervals of 28 min. All the fractions, which contain the title compound with more than 98% enantiomeric excess, are combin... Solvent: CO (Methanol), CO (methanol). RXN SMILES: [Cl:1][C:2]1[CH:10]=[C:9]2[C:5]([C@@H:6]([C:12]3[CH:17]=[CH:16][CH:15]=[CH:14][CH:13]=3)[CH2:7][C@H:8]2[OH:11])=[CH:4][CH:3]=1>CO>[Cl:1][C:2]1[CH:10]=[C:9]2[C:5]([C@H:6]([C:12]3[CH:13]=[CH:14][CH:15]=[CH:16][CH:17]=3)[CH2:7][C@@H:8]2[OH:11])=[CH:4][CH:3]=1. The reactants are ClC1=CC=C2[C@H](C[C@H](C2=C1)O)C1=CC=CC=C1 (Racemic cis-6-chloro-3-phenylindan-1-ol), ClC1=CC=C2[C@H](C[C@H](C2=C1)O)C1=CC=CC=C1 (Racemic cis-6-chloro-3-phenylindan-1-ol). The product is [I-].C[N+]=1N(C(=CC1C1=CC=CC=C1)Cl)C (1,2-Dimethyl-3-chloro-5-phenylpyrazolium iodide). RXN SMILES: COS([O-])(=O)=O.[CH3:7][N+:8]1[N:9]([CH3:20])[C:10]([Cl:19])=[CH:11][C:12]=1[C:13]1[CH:18]=[CH:17][CH:16]=[CH:15][CH:14]=1.[I-:21].[Na+]>>[I-:21].[CH3:7][N+:8]1[N:9]([CH3:20])[C:10]([Cl:19])=[CH:11][C:12]=1[C:13]1[CH:18]=[CH:17][CH:16]=[CH:15][CH:14]=1 |f:0.1,2.3,4.5|. Procedure: To an aqueous solution of 1,2-dimethyl-3-chloro-5-phenylpyrazolium methyl sulfate is added a saturated aqueous solution of sodium iodide at 5°C. A copious precipitate is formed and filtered off. The solid is dissolved in methylene chloride and precipitated with diethyl ether to give almost white crystals, m.p. 162°C to 164°C. The reactants are COS(=O)(=O)[O-].C[N+]=1N(C(=CC1C1=CC=CC=C1)Cl)C (1,2-dimethyl-3-chloro-5-phenylpyrazolium methyl sulfate), [I-].[Na+] (sodium iodide). Reactants: O=C([O-])[O-], CC1(C)CNC(=O)C1, CCOC(C)=O, Clc1ccc(C#Cc2ccccc2)nn1, [Cs+], [Cs+], CN(C)C=O. The product is CC1(C)CC(=O)N(c2ccc(C#Cc3ccccc3)nn2)C1. RXN SMILES: [C:24](=[O:25])([O-:26])[O-:27].[CH3:16][C:17]1([CH3:23])[CH2:18][C:19](=[O:22])[NH:20][CH2:21]1.[CH3:30][CH2:31][O:32][C:33](=[O:34])[CH3:35].[Cl:1][c:2]1[n:3][n:4][c:5]([C:8]#[C:9][c:10]2[cH:11][cH:12][cH:13][cH:14][cH:15]2)[cH:6][cH:7]1.[Cs+:28].[Cs+:29].[O:36]=[CH:37][N:38]([CH3:39])[CH3:40]>>[c:2]1([N:20]2[C:19](=[O:22])[CH2:18][C:17]([CH3:16])([CH3:23])[CH2:21]2)[n:3][n:4][c:5]([C:8]#[C:9][c:10]2[cH:11][cH:12][cH:13][cH:14][cH:15]2)[cH:6][cH:7]1. Starting materials: C1OC=2C=C(CCN)C=CC2OC1 (3,4-ethylenedioxyphenethylamine), ClC=1C2=C(N=C(N1)C1=NC=CC=C1)SC(=C2)C(F)(F)F (4-chloro-2-(pyridin-2-yl)-6-trifluoromethyl-thieno-[2,3-d]-pyrimidine). The product is N1=C(C=CC=C1)C=1N=C(C2=C(N1)SC(=C2)C(F)(F)F)NCCC2=CC1=C(C=C2)OCCO1 (2-(pyridin-2-yl)-4-(3,4-ethylenedioxyphenethylamino)-6-trifluoromethyl-thieno-[2,3-d]-pyrimidine). Reaction SMILES: [CH2:1]1[CH2:13][O:12][C:11]2[CH:10]=[CH:9][C:5]([CH2:6][CH2:7][NH2:8])=[CH:4][C:3]=2[O:2]1.Cl[C:15]1[C:16]2[CH:29]=[C:28]([C:30]([F:33])([F:32])[F:31])[S:27][C:17]=2[N:18]=[C:19]([C:21]2[CH:26]=[CH:25][CH:24]=[CH:23][N:22]=2)[N:20]=1>>[N:22]1[CH:23]=[CH:24][CH:25]=[CH:26][C:21]=1[C:19]1[N:20]=[C:15]([NH:8][CH2:7][CH2:6][C:5]2[CH:9]=[CH:10][C:11]3[O:12][CH2:13][CH2:1][O:2][C:3]=3[CH:4]=2)[C:16]2[CH:29]=[C:28]([C:30]([F:32])([F:33])[F:31])[S:27][C:17]=2[N:18]=1. Procedure: With the procedure of Example 1, the reaction of 3,4-ethylenedioxyphenethylamine with 4-chloro-2-(pyridin-2-yl)-6-trifluoromethyl-thieno-[2,3-d]-pyrimidine yields 2-(pyridin-2-yl)-4-(3,4-ethylenedioxyphenethylamino)-6-trifluoromethyl-thieno-[2,3-d]-pyrimidine.